This data is from the Open Reaction Database (ORD), a public repository of structured organic reaction records. The task is: describe an organic reaction: reactants, conditions, products, and yield Reactants: ClC1=C(C=NC=C1)S(=O)(=O)NC(=N)N (4-chloro-3-pyridylsulfonylguanidine), C([O-])([O-])=O.[K+].[K+] (potassium carbonate). Run in O1CCOCC1.CN(C)C=O (dioxane DMF). Yields the product NC1=NS(C2=C(N1)C=CN=C2)(=O)=O (3-AMINO-4H-PYRIDO[4,3-e][1,2,4]THIADIAZINE 1,1-DIOXIDE). Reported procedure: A mixture 0.25 g of 4-chloro-3-pyridylsulfonylguanidine (Preparation 14) and 0.25 g of potassium carbonate in 5 cm3 of dioxane/DMF (80/20) is heated at reflux for 24 hours. As a reaction SMILES: Cl[C:2]1[CH:7]=[CH:6][N:5]=[CH:4][C:3]=1[S:8]([NH:11][C:12]([NH2:14])=[NH:13])(=[O:10])=[O:9].C(=O)([O-])[O-].[K+].[K+]>O1CCOCC1.CN(C=O)C>[NH2:13][C:12]1[NH:14][C:2]2[CH:7]=[CH:6][N:5]=[CH:4][C:3]=2[S:8](=[O:10])(=[O:9])[N:11]=1 |f:1.2.3,4.5|. The reactants are CCO, Cl, CCOC(=O)C1C(C=C(F)F)C1(C)C, [Na+], [OH-]. The product is CC1(C)C(C=C(F)F)C1C(=O)O. As a reaction SMILES: [CH3:18][CH2:19][OH:20].[ClH:17].[F:1][C:2](=[CH:3][CH:4]1[C:5]([CH3:12])([CH3:13])[CH:6]1[C:7](=[O:8])[O:9][CH2:10][CH3:11])[F:14].[Na+:16].[OH-:15]>>[F:1][C:2](=[CH:3][CH:4]1[C:5]([CH3:12])([CH3:13])[CH:6]1[C:7](=[O:8])[OH:9])[F:14]. The reactants are C([O-])(O)=O.[Na+] (sodium bicarbonate), COC=1C=NC=C(C#N)C1 (5-methoxynicotinonitrile), Cl.N1=CC=CC=C1 (pyridine hydrochloride), O (water). Run in C(C)OCC (diethyl ether). Run at temperature 200 celsius. Yields the product OC=1C=NC=C(C#N)C1 (5-hydroxynicotinonitrile). The yield is 94.9%. Reaction SMILES: C[O:2][C:3]1[CH:4]=[N:5][CH:6]=[C:7]([CH:10]=1)[C:8]#[N:9].Cl.N1C=CC=CC=1.O.C(=O)(O)[O-].[Na+]>C(OCC)C>[OH:2][C:3]1[CH:4]=[N:5][CH:6]=[C:7]([CH:10]=1)[C:8]#[N:9] |f:1.2,4.5|. Procedure details: A mixture of 1 g of 5-methoxynicotinonitrile (7.46 mmol) and 8.62 g of pyridine hydrochloride is heated at 200° C. for 2 hours. The crude reaction product is diluted in a water fraction several times with diethyl ether. The aqueous phase is basified by adding sodium bicarbonate and then extracted again with diethyl ether. The organic phase is dried and then concentrated to yield 850 mg of 5-hydroxynicotinonitrile (95%) in the form of a beige solid. Product: N#Cc1cccc(OCc2cccc(N)c2)c1. Starting materials: CC(=O)O, N#Cc1cccc(OCc2cccc([N+](=O)[O-])c2)c1, [Zn]. As a reaction SMILES: [CH3:20][C:21](=[O:22])[OH:23].[N+:1]([O-:2])(=[O:3])[c:4]1[cH:5][c:6]([CH2:7][O:8][c:9]2[cH:10][c:11]([C:12]#[N:13])[cH:14][cH:15][cH:16]2)[cH:17][cH:18][cH:19]1.[Zn:24]>>[NH2:1][c:4]1[cH:5][c:6]([CH2:7][O:8][c:9]2[cH:10][c:11]([C:12]#[N:13])[cH:14][cH:15][cH:16]2)[cH:17][cH:18][cH:19]1.